Dataset: the Open Reaction Database (ORD), a public repository of structured organic reaction records. Task: describe an organic reaction: reactants, conditions, products, and yield Reactants: CN1CCC(=O)CC1, CO, [K+], c1cc2ccc(N3CCCC3)cc2[nH]1, [OH-]. Yields the product CN1CC=C(c2c[nH]c3cc(N4CCCC4)ccc23)CC1. As a reaction SMILES: [CH3:17][N:18]1[CH2:19][CH2:20][C:21](=[O:24])[CH2:22][CH2:23]1.[CH3:25][OH:26].[K+:16].[N:1]1([c:6]2[cH:7][cH:8][c:9]3[cH:10][cH:11][nH:12][c:13]3[cH:14]2)[CH2:2][CH2:3][CH2:4][CH2:5]1.[OH-:15]>>[N:1]1([c:6]2[cH:7][cH:8][c:9]3[c:10]([C:21]4=[CH:20][CH2:19][N:18]([CH3:17])[CH2:23][CH2:22]4)[cH:11][nH:12][c:13]3[cH:14]2)[CH2:2][CH2:3][CH2:4][CH2:5]1. Starting materials: C(C)(=O)OC=CCSC (1-acetoxy-3-methylthiopropene), CC(C)O (2-propanol), stainless steel, [C]=O (carbon monoxide), C(C)(=O)OC(C(=O)OC(C)C)CCSC (2-acetoxy-4-(methylthio)butanoic acid, 2-propyl ester). The solvent is C1(=CC=CC=C1)C (Toluene), O1CCCC1 (tetrahydrofuran). Run at temperature 100 celsius. The product is C(C)(=O)OC(C(=S)OC)CCSC (2-acetoxy-4-(methylthio)thiobutanoic acid, methyl ester). Reaction SMILES: C(OC=CC[S:8]C)(=O)C.CC(O)C.[C]=O.[C:16]([O:19][CH:20]([CH2:27][CH2:28][S:29][CH3:30])[C:21]([O:23][CH:24](C)C)=O)(=[O:18])[CH3:17]>O1CCCC1.C1(C)C=CC=CC=1>[C:16]([O:19][CH:20]([CH2:27][CH2:28][S:29][CH3:30])[C:21]([O:23][CH3:24])=[S:8])(=[O:18])[CH3:17] |^3:13|. Procedure details: 0.5 mmoles 1-acetoxy-3-methylthiopropene (Z:E ratio 43:57) and 2.5 mmoles 2-propanol were charged into a 71 cc stainless steel bomb equipped with a glass liner and a Teflon coated stir bar. No catalyst was added. Toluene was included as an internal standard. Five milliliters of tetrahydrofuran as a solvent were also included in the reaction system. The reaction mixture was charged under argon. The bomb was sealed and carbon monoxide at a pressure of 1000 psi (at room temperature) was charged to ... The reactants are COC=1C=C(C=CC1NC(=O)NC1=C(C=CC=C1)C)CC(=O)O (3-methoxy-4-[N′-(2-methylphenyl)ureido]phenylacetic acid), CNCCCC1=CC=C(C(=O)OCC)C=C1 (ethyl 4-(3-methylamino-1-propyl)benzoate), CCN=C=NCCCN(C)C.Cl (EDC.HCl), C=1C=CC2=C(C1)N=NN2O (HOBt). The reagents and catalysts are CN(C)C=1C=CN=CC1 (DMAP). Run in CN(C)C=O (DMF), CCOC(=O)C (EtOAc). Reaction conditions: time 8 hour. Product: COC=1C=C(C=CC1NC(=O)NC1=C(C=CC=C1)C)CC(=O)N(C)CCCC1=CC=C(C(=O)OCC)C=C1 (ethyl 4-[3-[3-methoxy-4-[N′-(2-methylphenyl)ureido]phenylacetyl-N-methylamino]-1-propyl]benzoate). The yield is 67.0%. As a reaction SMILES: [CH3:1][O:2][C:3]1[CH:4]=[C:5]([CH2:20][C:21]([OH:23])=O)[CH:6]=[CH:7][C:8]=1[NH:9][C:10]([NH:12][C:13]1[CH:18]=[CH:17][CH:16]=[CH:15][C:14]=1[CH3:19])=[O:11].[CH3:24][NH:25][CH2:26][CH2:27][CH2:28][C:29]1[CH:39]=[CH:38][C:32]([C:33]([O:35][CH2:36][CH3:37])=[O:34])=[CH:31][CH:30]=1.CCN=C=NCCCN(C)C.Cl.C1C=CC2N(O)N=NC=2C=1>CN(C1C=CN=CC=1)C.CN(C=O)C.CCOC(C)=O>[CH3:1][O:2][C:3]1[CH:4]=[C:5]([CH2:20][C:21]([N:25]([CH2:26][CH2:27][CH2:28][C:29]2[CH:30]=[CH:31][C:32]([C:33]([O:35][CH2:36][CH3:37])=[O:34])=[CH:38][CH:39]=2)[CH3:24])=[O:23])[CH:6]=[CH:7][C:8]=1[NH:9][C:10]([NH:12][C:13]1[CH:18]=[CH:17][CH:16]=[CH:15][C:14]=1[CH3:19])=[O:11] |f:2.3|. Procedure: To a stirred solution of 3-methoxy-4-[N′-(2-methylphenyl)ureido]phenylacetic acid (456 mg, 1.45 mmol) and ethyl 4-(3-methylamino-1-propyl)benzoate (220 mg, 1.45 mmol) were added EDC.HCl (417 mg, 2.16 mmol), HOBt (cat.), and DMAP (catalytic amount) in DMF (10 mL), and the resulting mixture was stirred overnight. The mixture was diluted with EtOAc (300 mL), washed with brine, dried over MgSO4, and evaporated. The residue was chromatographed on silica-gel with CHCl3—EtOH (10:1) to give 503 mg (71%)... The reactants are ClC1=NN2C(C(=CC=C2)NCC=2C(=NC=CC2)N(S(=O)(=O)C)C)=N1 (N-{3-[(2-chloro-[1,2,4]triazolo[1,5-a]pyridin-8-ylamino)-methyl]-pyridin-2-yl}-N-methyl-methanesulfonamide), CS(=O)(=O)C=1C=C(C=CC1)N (3-methanesulfonyl-phenylamine). Product: CS(=O)(=O)C=1C=C(C=CC1)NC1=NN2C(C(=CC=C2)NCC=2C(=NC=CC2)N(S(=O)(=O)C)C)=N1 (N-(3-{[2-(3-Methanesulfonyl-phenylamino)-[1,2,4]triazolo[1,5-a]pyridin-8-ylamino]-methyl}-pyridin-2-yl)-N-methyl-methanesulfonamide). RXN SMILES: Cl[C:2]1[N:24]=[C:5]2[C:6]([NH:10][CH2:11][C:12]3[C:13]([N:18]([CH3:23])[S:19]([CH3:22])(=[O:21])=[O:20])=[N:14][CH:15]=[CH:16][CH:17]=3)=[CH:7][CH:8]=[CH:9][N:4]2[N:3]=1.[CH3:25][S:26]([C:29]1[CH:30]=[C:31]([NH2:35])[CH:32]=[CH:33][CH:34]=1)(=[O:28])=[O:27]>>[CH3:25][S:26]([C:29]1[CH:30]=[C:31]([NH:35][C:2]2[N:24]=[C:5]3[C:6]([NH:10][CH2:11][C:12]4[C:13]([N:18]([CH3:23])[S:19]([CH3:22])(=[O:21])=[O:20])=[N:14][CH:15]=[CH:16][CH:17]=4)=[CH:7][CH:8]=[CH:9][N:4]3[N:3]=2)[CH:32]=[CH:33][CH:34]=1)(=[O:27])=[O:28]. Procedure details: N-(3-{[2-(3-Methanesulfonyl-phenylamino)-[1,2,4]triazolo[1,5-a]pyridin-8-ylamino]-methyl}-pyridin-2-yl)-N-methyl-methanesulfonamide was prepared from N-{3-[(2-chloro-[1,2,4]triazolo[1,5-a]pyridin-8-ylamino)-methyl]-pyridin-2-yl}-N-methyl-methanesulfonamide (75.0 mg, 0.204 mmol) and 3-methanesulfonyl-phenylamine;